From a dataset of the Open Reaction Database (ORD), a public repository of structured organic reaction records. describe an organic reaction: reactants, conditions, products, and yield Reaction SMILES: [Br:1][C:2](=[C:3]([c:4]1[cH:5][c:6]([N+:12](=[O:13])[O-:14])[c:7]([O:10][CH3:11])[cH:8][cH:9]1)[F:15])[F:16].[C:32](=[O:33])([O-:34])[O-:35].[CH3:17][O:18][c:19]1[cH:20][c:21]([B:29]([OH:30])[OH:31])[cH:22][c:23]([O:27][CH3:28])[c:24]1[O:25][CH3:26].[CH3:38][C:39]([CH3:40])=[O:41].[CH3:42][c:43]1[cH:44][cH:45][cH:46][cH:47][cH:48]1.[Na+:36].[Na+:37].[cH:49]1[cH:50][cH:51][c:52]([P:53]([Pd:54]([P:55]([c:56]2[cH:57][cH:58][cH:59][cH:60][cH:61]2)([c:62]2[cH:63][cH:64][cH:65][cH:66][cH:67]2)[c:68]2[cH:69][cH:70][cH:71][cH:72][cH:73]2)([P:74]([c:75]2[cH:76][cH:77][cH:78][cH:79][cH:80]2)([c:81]2[cH:82][cH:83][cH:84][cH:85][cH:86]2)[c:87]2[cH:88][cH:89][cH:90][cH:91][cH:92]2)[P:93]([c:94]2[cH:95][cH:96][cH:97][cH:98][cH:99]2)([c:100]2[cH:101][cH:102][cH:103][cH:104][cH:105]2)[c:106]2[cH:107][cH:108][cH:109][cH:110][cH:111]2)([c:112]2[cH:113][cH:114][cH:115][cH:116][cH:117]2)[c:118]2[cH:119][cH:120][cH:121][cH:122][cH:123]2)[cH:124][cH:125]1>>[C:2](=[C:3]([c:4]1[cH:5][c:6]([N+:12](=[O:13])[O-:14])[c:7]([O:10][CH3:11])[cH:8][cH:9]1)[F:15])([F:16])[c:21]1[cH:20][c:19]([O:18][CH3:17])[c:24]([O:25][CH3:26])[c:23]([O:27][CH3:28])[cH:22]1. The product is COc1ccc(C(F)=C(F)c2cc(OC)c(OC)c(OC)c2)cc1[N+](=O)[O-]. The reactants are COc1ccc(C(F)=C(F)Br)cc1[N+](=O)[O-], O=C([O-])[O-], COc1cc(B(O)O)cc(OC)c1OC, CC(C)=O, Cc1ccccc1, [Na+], [Na+], c1ccc(P(c2ccccc2)(c2ccccc2)[Pd](P(c2ccccc2)(c2ccccc2)c2ccccc2)(P(c2ccccc2)(c2ccccc2)c2ccccc2)P(c2ccccc2)(c2ccccc2)c2ccccc2)cc1. Reactants: C(C1=CC=CC=C1)OC(=O)N1CCC(CC1)CCC(C(=O)OCC)=O (ethyl 4-(1-benzyloxycarbonyl-4-piperidyl)-2-oxobutyrate), C(C)(=O)O (acetic acid), C(C)O (ethanol), C(#N)[BH3-].[Na+] (sodium cyanoborohydride). Run in O (water). Conditions: time 3 hour. Yields the product C(C1=CC=CC=C1)OC(=O)N1CCC(CC1)CCC(C(=O)OCC)O (ethyl 4-(1-benzyloxycarbonyl-4-piperidyl)-2-hydroxybutyrate). Yield: 67.3%. As a reaction SMILES: [CH2:1]([O:8][C:9]([N:11]1[CH2:16][CH2:15][CH:14]([CH2:17][CH2:18][C:19](=[O:25])[C:20]([O:22][CH2:23][CH3:24])=[O:21])[CH2:13][CH2:12]1)=[O:10])[C:2]1[CH:7]=[CH:6][CH:5]=[CH:4][CH:3]=1.C(O)(=O)C.C(O)C.C([BH3-])#N.[Na+]>O>[CH2:1]([O:8][C:9]([N:11]1[CH2:16][CH2:15][CH:14]([CH2:17][CH2:18][CH:19]([OH:25])[C:20]([O:22][CH2:23][CH3:24])=[O:21])[CH2:13][CH2:12]1)=[O:10])[C:2]1[CH:3]=[CH:4][CH:5]=[CH:6][CH:7]=1 |f:3.4|. Reported procedure: To a stirred mixture of ethyl 4-(1-benzyloxycarbonyl-4-piperidyl)-2-oxobutyrate (17 g), acetic acid (4.5 g) and ethanol (30 ml) is added sodium cyanoborohydride (3 g) at room temperature. After stirring for 3 hours at room temperature, the mixture is diluted with water (500 ml) and extracted with methylene chloride. The organic extract is dried over anhydrous magnesium sulfate and concentrated in vacuo. The residue is purified by silica gel column chromatography using hexane-ethyl acetate (2:1-1... Reactants: C(C=1C(O)=CC=CC1)(=O)[O-].[Na+] (sodium salicylate), C(C=CC1=CC=CC=C1)(=O)[O-].[Na+] (sodium cinnamate), [Cl-].[Zn+2].[Cl-] (zinc chloride). Product: C(C=1C(O)=CC=CC1)(=O)[O-].C(C=CC1=CC=CC=C1)(=O)[O-].[Zn+2] (zinc cinnamate salicylate). Reaction SMILES: [C:1]([O-:10])(=[O:9])[C:2]1[C:3](=[CH:5][CH:6]=[CH:7][CH:8]=1)[OH:4].[Na+].[C:12]([O-:22])(=[O:21])[CH:13]=[CH:14][C:15]1[CH:20]=[CH:19][CH:18]=[CH:17][CH:16]=1.[Na+].[Cl-].[Zn+2:25].[Cl-]>>[C:1]([O-:10])(=[O:9])[C:2]1[C:3](=[CH:5][CH:6]=[CH:7][CH:8]=1)[OH:4].[C:12]([O-:22])(=[O:21])[CH:13]=[CH:14][C:15]1[CH:16]=[CH:17][CH:18]=[CH:19][CH:20]=1.[Zn+2:25] |f:0.1,2.3,4.5.6,7.8.9|. Reported procedure: To the aqueous solution of sodium salicylate and the aqueous solution of sodium cinnamate was gradually added the aqueous solution of zinc chloride. The resulting mixture was stirred and the precipitate was filtered, washed with water, and dried to obtain a zinc cinnamate salicylate. The reactants are Cc1cc([N+](=O)[O-])ccc1F, COCCN. Yields the product COCCNc1ccc([N+](=O)[O-])cc1C. Reaction SMILES: [F:1][c:2]1[c:3]([CH3:11])[cH:4][c:5]([N+:8](=[O:9])[O-:10])[cH:6][cH:7]1.[NH2:12][CH2:13][CH2:14][O:15][CH3:16]>>[c:2]1([NH:12][CH2:13][CH2:14][O:15][CH3:16])[c:3]([CH3:11])[cH:4][c:5]([N+:8](=[O:9])[O-:10])[cH:6][cH:7]1. Starting materials: CC1=C(COC=2C=C(C(=O)OCC)C=CC2OC)C(=CC=C1)C (Ethyl 3-(2,6-dimethylbenzyloxy)-4-methoxybenzoate), [H-].[H-].[H-].[H-].[Li+].[Al+3] (LiAlH4). Run in C1CCOC1 (THF). Conditions: time 4 hour. Yields the product CC1=C(COC=2C=C(C=CC2OC)CO)C(=CC=C1)C ((3-(2,6-dimethylbenzyloxy)-4-methoxyphenyl)methanol). Reaction SMILES: [CH3:1][C:2]1[CH:22]=[CH:21][CH:20]=[C:19]([CH3:23])[C:3]=1[CH2:4][O:5][C:6]1[CH:7]=[C:8]([CH:14]=[CH:15][C:16]=1[O:17][CH3:18])[C:9](OCC)=[O:10].[H-].[H-].[H-].[H-].[Li+].[Al+3]>C1COCC1>[CH3:23][C:19]1[CH:20]=[CH:21][CH:22]=[C:2]([CH3:1])[C:3]=1[CH2:4][O:5][C:6]1[CH:7]=[C:8]([CH2:9][OH:10])[CH:14]=[CH:15][C:16]=1[O:17][CH3:18] |f:1.2.3.4.5.6|. Procedure details: To a solution of Ethyl 3-(2,6-dimethylbenzyloxy)-4-methoxybenzoate (Step B, 6.04 g, 19.23 mmol) in dry THF (30 ml) was added drop wise LiAlH4 (1M in THF, 0.803 g, 21.16 mmol) at 0° C. under argon. The reaction mixture was stirred for 4 hours or until all the starting material is consumed, then quenched slowly with 0.1N HCl, EtOAc (20 ml) was added to the reaction mixture. The reaction mixture was filtered and precipitate was washed with EtOAc (25 ml×2). The combined organic layer was washed with... The reactants are CCC1(OC(C)=O)C(=O)OCc2c1cc1n(c2=O)Cc2c-1nc1cccc3nc(SC)n(CCC(C)C)c2c13, CO, O. Yields the product CCC1(OC(C)=O)C(=O)OCc2c1cc1n(c2=O)Cc2c-1nc1cccc3nc(S(C)=O)n(CCC(C)C)c2c13. Reaction SMILES: [C:1]([CH3:2])(=[O:3])[O:4][C:5]1([CH2:38][CH3:39])[C:6](=[O:37])[O:7][CH2:8][c:9]2[c:10](=[O:36])[n:11]3[c:33]([cH:34][c:35]21)-[c:14]1[c:13]([c:18]2[c:17]4[c:16]([n:15]1)[cH:25][cH:24][cH:23][c:22]4[n:21][c:20]([S:26][CH3:27])[n:19]2[CH2:28][CH2:29][CH:30]([CH3:31])[CH3:32])[CH2:12]3.[CH3:40][OH:41].[OH2:42]>>[C:1]([CH3:2])(=[O:3])[O:4][C:5]1([CH2:38][CH3:39])[C:6](=[O:37])[O:7][CH2:8][c:9]2[c:10](=[O:36])[n:11]3[c:33]([cH:34][c:35]21)-[c:14]1[c:13]([c:18]2[c:17]4[c:16]([n:15]1)[cH:25][cH:24][cH:23][c:22]4[n:21][c:20]([S:26]([CH3:27])=[O:41])[n:19]2[CH2:28][CH2:29][CH:30]([CH3:31])[CH3:32])[CH2:12]3. Starting materials: C(CCC)OC1=NC(=C2N=C(N(C2=N1)CCCC1CCNCC1)OC)N (2-(butyloxy)-8-(methyloxy)-9-[3-(4-piperidinyl)propyl]-9H-purin-6-amine), IC(C)C (2-iodopropane). Yields the product NC1=C2NC(N(C2=NC(=N1)OCCCC)CCCC1CCN(CC1)C(C)C)=O (6-Amino-2-(butyloxy)-9-{3-[1-(1-methylethyl)-4-piperidinyl]propyl}-7,9-dihydro-8H-purin-8-one). RXN SMILES: [CH2:1]([O:5][C:6]1[N:14]=[C:13]2[C:9]([N:10]=[C:11]([O:24]C)[N:12]2[CH2:15][CH2:16][CH2:17][CH:18]2[CH2:23][CH2:22][NH:21][CH2:20][CH2:19]2)=[C:8]([NH2:26])[N:7]=1)[CH2:2][CH2:3][CH3:4].I[CH:28]([CH3:30])[CH3:29]>>[NH2:26][C:8]1[N:7]=[C:6]([O:5][CH2:1][CH2:2][CH2:3][CH3:4])[N:14]=[C:13]2[C:9]=1[NH:10][C:11](=[O:24])[N:12]2[CH2:15][CH2:16][CH2:17][CH:18]1[CH2:23][CH2:22][N:21]([CH:28]([CH3:30])[CH3:29])[CH2:20][CH2:19]1. Procedure: Prepared similarly to Example 14 from 2-(butyloxy)-8-(methyloxy)-9-[3-(4-piperidinyl)propyl]-9H-purin-6-amine and 2-iodopropane.